This data is from the Open Reaction Database (ORD), a public repository of structured organic reaction records. The task is: describe an organic reaction: reactants, conditions, products, and yield As a reaction SMILES: S(=O)(=O)(O)O.[H-].[Al+3].[Li+].[H-].[H-].[H-].[CH2:12]([N:15]([CH:19]([C:22]1[CH:27]=[CH:26][C:25]([S:28]([CH2:31][CH2:32][CH3:33])(=[O:30])=[O:29])=[CH:24][CH:23]=1)[C:20]#[N:21])[CH2:16][CH:17]=[CH2:18])[CH:13]=[CH2:14].O.O.O.O.O.O.O.O.O.O.S([O-])([O-])(=O)=O.[Na+].[Na+]>C1COCC1>[CH2:16]([N:15]([CH2:12][CH:13]=[CH2:14])[CH:19]([C:22]1[CH:23]=[CH:24][C:25]([S:28]([CH2:31][CH2:32][CH3:33])(=[O:29])=[O:30])=[CH:26][CH:27]=1)[CH2:20][NH2:21])[CH:17]=[CH2:18] |f:1.2.3.4.5.6,8.9.10.11.12.13.14.15.16.17.18.19.20|. Run at time 15 minute. Yields the product C(C=C)N(C(CN)C1=CC=C(C=C1)S(=O)(=O)CCC)CC=C (N1,N1-Diallyl-1-[4-(propylsulphonyl)phenyl]ethane-1,2-diamine). Starting materials: S(O)(O)(=O)=O (sulphuric acid), O.O.O.O.O.O.O.O.O.O.S(=O)(=O)([O-])[O-].[Na+].[Na+] (sodium sulphate decahydrate), [H-].[Al+3].[Li+].[H-].[H-].[H-] (lithium aluminium hydride), C(C=C)N(CC=C)C(C#N)C1=CC=C(C=C1)S(=O)(=O)CCC ((diallylamino)[4-(propylsulphonyl)phenyl]acetonitrile). Procedure details: Anhydrous THF (5 mL) was cooled to 0° C. and treated with 98% sulphuric acid (0.28 mL, 5.25 mmol). After stirring for 15 mins, lithium aluminium hydride (10.5 mL of 1.0M solution in THF, 10.5 mmol) was added drop wise over 10 mins. The mixture was stirred at 0° C. for 60 minutes before addition of a solution of (diallylamino)[4-(propylsulphonyl)phenyl]acetonitrile (1.22 g, 3.83 mmol) in THF (3+2 mL washing). The mixture was stirred at 0° C. for 30 mins then at 40° C. for 1 h. The reaction was al... Run in C1CCOC1 (THF), C1CCOC1 (THF).